From a dataset of the Open Reaction Database (ORD), a public repository of structured organic reaction records. describe an organic reaction: reactants, conditions, products, and yield The reactants are C(C)OC(=O)C1=CN=C2N(C1=O)C(CCC2Br)C (9-bromo-6-methyl-4-oxo-6,7,8,9-tetrahydro-4H-pyrido[1,2-a]pyrimidine-3-carboxylic acid ethyl ester), O (water), CS(=O)C (dimethylsulfoxide), NC1=CC=CC=C1 (aniline). Solvent: C1=CC=CC=C1 (benzene). Conditions: time 3.5 day. Yields the product C(C)OC(=O)C1=CN=C2N(C1=O)C(CC=C2NC2=CC=CC=C2)C (9-(phenyl-amino)-6-methyl-4-oxo-6,7-dihydro-4H-pyrido[1,2-a]pyrimidine-3-carboxylic ethyl ester). Isolated yield 59.3%. As a reaction SMILES: [CH2:1]([O:3][C:4]([C:6]1[C:11](=[O:12])[N:10]2[CH:13]([CH3:18])[CH2:14][CH2:15][CH:16](Br)[C:9]2=[N:8][CH:7]=1)=[O:5])[CH3:2].CS(C)=O.[NH2:23][C:24]1[CH:29]=[CH:28][CH:27]=[CH:26][CH:25]=1.O>C1C=CC=CC=1>[CH2:1]([O:3][C:4]([C:6]1[C:11](=[O:12])[N:10]2[CH:13]([CH3:18])[CH2:14][CH:15]=[C:16]([NH:23][C:24]3[CH:29]=[CH:28][CH:27]=[CH:26][CH:25]=3)[C:9]2=[N:8][CH:7]=1)=[O:5])[CH3:2]. Procedure details: 40.0 g. (0.127 mole) of 9-bromo-6-methyl-4-oxo-6,7,8,9-tetrahydro-4H-pyrido[1,2-a]pyrimidine-3-carboxylic acid ethyl ester are dissolved in 80 ml. of dimethylsulfoxide and 26 ml. (0.285 mole) of aniline are added. The solution is allowed to stand at room temperature for 3-4 days. The mixture is then diluted with 100 ml. of water, shaken out with 3×50 ml. of benzene. The combined organic layers are dried with calcinated sodium sulfate and evaporated in vacuo. The residue is recrystallized from et... The product is COCOc1ccc(Br)cc1C(O)c1ncccc1C1OCCO1. Starting materials: Brc1ncccc1C1OCCO1, COCOc1ccc(Br)cc1C=O, [Li]CCCC, C1CCOC1, CCCCCC. Reaction SMILES: [Br:1][c:2]1[n:3][cH:4][cH:5][cH:6][c:7]1[CH:8]1[O:9][CH2:10][CH2:11][O:12]1.[Br:24][c:25]1[cH:26][cH:27][c:28]([O:33][CH2:34][O:35][CH3:36])[c:29]([CH:30]=[O:31])[cH:32]1.[CH2:19]([Li:20])[CH2:21][CH2:22][CH3:23].[CH2:37]1[O:38][CH2:39][CH2:40][CH2:41]1.[CH3:13][CH2:14][CH2:15][CH2:16][CH2:17][CH3:18]>>[c:2]1([CH:30]([c:29]2[c:28]([O:33][CH2:34][O:35][CH3:36])[cH:27][cH:26][c:25]([Br:24])[cH:32]2)[OH:31])[n:3][cH:4][cH:5][cH:6][c:7]1[CH:8]1[O:9][CH2:10][CH2:11][O:12]1. The reactants are OCC(=O)[C@@H](O)[C@H](O)[C@H](O)CO (D-fructose), N[C@@H](CCC(=O)O)C(=O)O (L-(+)-glutamic acid). The reagents and catalysts are [Ni] (Raney nickel). Yields the product OCC(C(C(C(CO)O)O)O)N[C@@H](CCC(=O)O)C(=O)O (N-(1,3,4,5,6-pentahydroxy-2-hexyl)-L-(+)-glutamic acid). As a reaction SMILES: [OH:1][CH2:2][C:3]([C@H:5]([C@@H:7]([C@@H:9]([CH2:11][OH:12])O)[OH:8])[OH:6])=[O:4].[NH2:13][C@H:14]([C:20]([OH:22])=[O:21])[CH2:15][CH2:16][C:17]([OH:19])=[O:18]>[Ni]>[OH:12][CH2:11][CH:9]([NH:13][C@H:14]([C:20]([OH:22])=[O:21])[CH2:15][CH2:16][C:17]([OH:19])=[O:18])[CH:7]([OH:8])[CH:5]([OH:6])[CH:3]([OH:4])[CH2:2][OH:1]. Reported procedure: The product was made from D-fructose and L-(+)-glutamic acid using Raney nickel as a catalyst and heating for 2 hours to 50° C. and for 3 hours to 70° C. The reaction product had a melting point of 149° C. (decomposition) and an RF -value of 0.62 (determined as indicated under Example T). The reactants are CC(C)(C)OC(=O)COc1cccc(C=NO)c1, CCO, [NH4+], [OH-]. Product: CC(C)(C)OC(=O)COc1cccc(CN)c1. Reaction SMILES: [C:1]([CH3:2])([CH3:3])([CH3:4])[O:5][C:6]([CH2:7][O:8][c:9]1[cH:10][c:11]([CH:15]=[N:16][OH:17])[cH:12][cH:13][cH:14]1)=[O:18].[CH3:21][CH2:22][OH:23].[NH4+:19].[OH-:20]>>[C:1]([CH3:2])([CH3:3])([CH3:4])[O:5][C:6]([CH2:7][O:8][c:9]1[cH:10][c:11]([CH2:15][NH2:16])[cH:12][cH:13][cH:14]1)=[O:18]. Reactants: C(C1=CC=CC=C1)OCCOS(=O)(=O)C1=CC=C(C=C1)C (toluene-4-sulfonic acid 2-benzyloxy-ethyl ester), C(C1=CC=CC=C1)N(CCCO)CC1=CC=CC=C1 (3-dibenzylamino-propan-1-ol), [OH-].[Na+] (sodium hydroxide). The reagents and catalysts are S(=O)(=O)(O)[O-].C(CCC)[N+](CCCC)(CCCC)CCCC (tetrabutylammonium hydrogen sulfate). The product is C(C1=CC=CC=C1)N(CCCOCCOCC1=CC=CC=C1)CC1=CC=CC=C1 (Dibenzyl-[3-(2-benzyloxy-ethoxy)-propyl]-amine). The yield is 29.7%. Reaction SMILES: [CH2:1]([O:8][CH2:9][CH2:10][O:11]S(C1C=CC(C)=CC=1)(=O)=O)[C:2]1[CH:7]=[CH:6][CH:5]=[CH:4][CH:3]=1.[CH2:22]([N:29]([CH2:34][C:35]1[CH:40]=[CH:39][CH:38]=[CH:37][CH:36]=1)[CH2:30][CH2:31][CH2:32]O)[C:23]1[CH:28]=[CH:27][CH:26]=[CH:25][CH:24]=1.[OH-].[Na+]>S([O-])(O)(=O)=O.C([N+](CCCC)(CCCC)CCCC)CCC>[CH2:34]([N:29]([CH2:22][C:23]1[CH:24]=[CH:25][CH:26]=[CH:27][CH:28]=1)[CH2:30][CH2:31][CH2:32][O:11][CH2:10][CH2:9][O:8][CH2:1][C:2]1[CH:3]=[CH:4][CH:5]=[CH:6][CH:7]=1)[C:35]1[CH:40]=[CH:39][CH:38]=[CH:37][CH:36]=1 |f:2.3,4.5|. Procedure details: Dibenzyl-[3-(2-benzyloxy-ethoxy)-propyl]-amine (378 mg) was prepared by following General Procedure W starting from toluene-4-sulfonic acid 2-benzyloxy-ethyl ester (1.0 g), 3-dibenzylamino-propan-1-ol (1.08 g), 50% aqueous sodium hydroxide solution (1.3 g in 1.3 mL of water), and tetrabutylammonium hydrogen sulfate (111 mg).